From a dataset of the Open Reaction Database (ORD), a public repository of structured organic reaction records. describe an organic reaction: reactants, conditions, products, and yield Yields the product COC1=C(C=CC=2NC(CCCC21)=O)[N+](=O)[O-] (6-methoxy-7-nitro-4,5-dihydro-1H-benzo[b]azepin-2(3H)-one). Run in ice water, C(C)#N (acetonitrile). The yield is 55.7%. Procedure: To a solution of 6-methoxy-4,5-dihydro-1H-benzo[b]azepin-2(3H)-one (6.8 g, 35.6 mmol) in acetonitrile (50 ml) at −10° C. was added trifluoromethanesulfonic anhydride (15.0 mL, 106.8 mmol) dropwise. After stirring for 20 minutes, potassium nitrate (3.94 g, 39.0 mmol) was added in portions, and the mixture was slowly warmed to room temperature and stirred for another 5 hours, poured into saturated sodium bicarbonate in ice water (100 mL) and adjusted the pH to 9. The aqueous phase was extracted wi... Reactants: C([O-])(O)=O.[Na+] (sodium bicarbonate), COC1=CC=CC=2NC(CCCC21)=O (6-methoxy-4,5-dihydro-1H-benzo[b]azepin-2(3H)-one), FC(S(=O)(=O)OS(=O)(=O)C(F)(F)F)(F)F (trifluoromethanesulfonic anhydride), [N+](=O)([O-])[O-].[K+] (potassium nitrate). Reaction SMILES: [CH3:1][O:2][C:3]1[C:13]2[CH2:12][CH2:11][CH2:10][C:9](=[O:14])[NH:8][C:7]=2[CH:6]=[CH:5][CH:4]=1.FC(F)(F)S(OS(C(F)(F)F)(=O)=O)(=O)=O.[N+:30]([O-])([O-:32])=[O:31].[K+].C(=O)(O)[O-].[Na+]>C(#N)C>[CH3:1][O:2][C:3]1[C:13]2[CH2:12][CH2:11][CH2:10][C:9](=[O:14])[NH:8][C:7]=2[CH:6]=[CH:5][C:4]=1[N+:30]([O-:32])=[O:31] |f:2.3,4.5|. Reaction conditions: time 20 minute. The reactants are NCCNCCO (2-(2-aminoethylamino)ethanol), N#CBr (cyanogen bromide), intermediate 6. Yields the product Br.OCCN1C(=NCC1)N (1-(2-Hydroxyethyl)-4,5-dihydro-1H-imidazol-2-amine hydrobromide). Yield: 82.3%. RXN SMILES: [NH2:1][CH2:2][CH2:3][NH:4][CH2:5][CH2:6][OH:7].[N:8]#[C:9][Br:10]>>[BrH:10].[OH:7][CH2:6][CH2:5][N:4]1[CH2:3][CH2:2][N:1]=[C:9]1[NH2:8] |f:2.3|. Reported procedure: Reaction of 2-(2-aminoethylamino)ethanol (8.0 g, 76.8 mmol) with cyanogen bromide (8.13 g, 76.8 mmol) as described in the preparation of intermediate 6 gave 13.27 g (82% yield) of the title product as large white prisms (ethanol); mp 112-115° C. 1HNMR 400.1HNMR 400 MHz (DMSO-d6) δ (ppm): 3.36 (2H, t, J=5.3 Hz, CH2), 3.50-3.58 (4H, m, 2×CH2), 3.69 (2H, m, CH2), 4.97 (1H, t, J=5.0 Hz, OH), 7.73 and 7.85 (broad s, NH). Anal. Calcd for C5H11N30.HBr: C, 28.58; H, 5.75, N 20.00. Found: C, 28.79; H, 5....